Dataset: the Open Reaction Database (ORD), a public repository of structured organic reaction records. Task: describe an organic reaction: reactants, conditions, products, and yield Reactants: COC(=O)C(C#N)c1ccccc1, N, c1ccccc1. The product is N#CC(C(N)=O)c1ccccc1. As a reaction SMILES: [C:1](#[N:2])[CH:3]([C:4](=[O:5])[O:6][CH3:7])[c:8]1[cH:9][cH:10][cH:11][cH:12][cH:13]1.[NH3:14].[cH:15]1[cH:16][cH:17][cH:18][cH:19][cH:20]1>>[C:1](#[N:2])[CH:3]([C:4](=[O:5])[NH2:14])[c:8]1[cH:9][cH:10][cH:11][cH:12][cH:13]1. The reactants are C(C1=CC=CC=C1)ON1[C@@H]2CC[C@H](N(C1=O)C2)C(=O)NC2=CC(=NC=C2)OC ((2S,5R)-6-(benzyloxy)-N-(2-methoxypyridin-4-yl)-7-oxo-1,6-diazabicyclo[3.2.1]octane-2-carboxamide). The reagents and catalysts are [Pd] (Palladium on carbon). The solvent is CO (methanol). Conditions: time 8 hour. The product is ON1[C@@H]2CC[C@H](N(C1=O)C2)C(=O)NC2=CC(=NC=C2)OC ((2S,5R)-6-Hydroxy-N-(2-methoxypyridin-4-yl)-7-oxo-1,6-diazabicyclo[3.2.1]octane-2-carboxamide). As a reaction SMILES: C([O:8][N:9]1[C:15](=[O:16])[N:14]2[CH2:17][C@H:10]1[CH2:11][CH2:12][C@H:13]2[C:18]([NH:20][C:21]1[CH:26]=[CH:25][N:24]=[C:23]([O:27][CH3:28])[CH:22]=1)=[O:19])C1C=CC=CC=1>[Pd].CO>[OH:8][N:9]1[C:15](=[O:16])[N:14]2[CH2:17][C@H:10]1[CH2:11][CH2:12][C@H:13]2[C:18]([NH:20][C:21]1[CH:26]=[CH:25][N:24]=[C:23]([O:27][CH3:28])[CH:22]=1)=[O:19]. Procedure: Palladium on carbon (13.4 mg; 10% Pd/C) was added to a solution of (2S,5R)-6-(benzyloxy)-N-(2-methoxypyridin-4-yl)-7-oxo-1,6-diazabicyclo[3.2.1]octane-2-carboxamide (43.6 mg, 0.114 mmol) in methanol (1 mL) and the resulting mixture was stirred under hydrogen (balloon) overnight. HPLC analysis showed reaction complete. The reaction mixture was faltered through a microfilter and the filtrate was concentrated under vacuum to afford the title compound as an impure colorless oil. Starting materials: [Al+3], CC(=O)N1CCC(C(=O)Cl)CC1, [Cl-], [Cl-], [Cl-], ClCCCl, Cl, COc1cccc(F)c1. The product is COc1ccc(C(=O)C2CCN(C(C)=O)CC2)c(F)c1. RXN SMILES: [Al+3:11].[C:14]([CH3:15])(=[O:16])[N:17]1[CH2:18][CH2:19][CH:20]([C:23](=[O:24])[Cl:25])[CH2:21][CH2:22]1.[Cl-:10].[Cl-:12].[Cl-:13].[Cl:27][CH2:28][CH2:29][Cl:30].[ClH:26].[F:1][c:2]1[cH:3][c:4]([O:8][CH3:9])[cH:5][cH:6][cH:7]1>>[F:1][c:2]1[cH:3][c:4]([O:8][CH3:9])[cH:5][cH:6][c:7]1[C:23]([CH:20]1[CH2:19][CH2:18][N:17]([C:14]([CH3:15])=[O:16])[CH2:22][CH2:21]1)=[O:24]. Product: CCCc1cc(=O)oc2c(C(C)=O)c(O)cc(O)c12. Starting materials: CC(=O)OC(C)=O, ClCCCl, Cl, O=[N+]([O-])c1ccccc1, CCCc1cc(=O)oc2cc(O)cc(O)c12. RXN SMILES: [CH3:26][C:27](=[O:28])[O:29][C:30](=[O:31])[CH3:32].[Cl:34][CH2:35][CH2:36][Cl:37].[ClH:33].[O-:17][N+:18]([c:19]1[cH:20][cH:21][cH:22][cH:23][cH:24]1)=[O:25].[OH:1][c:2]1[c:3]2[c:4]([CH2:14][CH2:15][CH3:16])[cH:5][c:6](=[O:13])[o:7][c:8]2[cH:9][c:10]([OH:12])[cH:11]1>>[OH:1][c:2]1[c:3]2[c:4]([CH2:14][CH2:15][CH3:16])[cH:5][c:6](=[O:13])[o:7][c:8]2[c:9]([C:27]([CH3:26])=[O:28])[c:10]([OH:12])[cH:11]1.